From a dataset of the Open Reaction Database (ORD), a public repository of structured organic reaction records. describe an organic reaction: reactants, conditions, products, and yield The reactants are C(C)(=O)O[BH-](OC(C)=O)OC(C)=O.[Na+] (Sodium triacetoxyborohydride), Cl.Cl.COC(C1=C(C=CC(=C1)C1=C(N=NC(=C1)OC1CCNCC1)CCCC)OC1CCCCC1)=O (5-[3-butyl-6-(piperidin-4-yloxy)-pyridazin-4-yl]-2-cyclohexyloxy-benzoic acid methyl ester dihydrochloride), C=O (formaldehyde), O (water). Reagents/catalysts: C(C)(=O)O (acetic acid). The solvent is C(Cl)Cl (DCM). Reaction conditions: time 1 hour. Yields the product COC(C1=C(C=CC(=C1)C1=C(N=NC(=C1)OC1CCN(CC1)C)CCCC)OC1CCCCC1)=O (5-[3-butyl-6-(1-methyl-piperidin-4-yloxy)-pyridazin-4-yl]-2-cyclohexyloxy-benzoic acid methyl ester). Reaction SMILES: Cl.Cl.[CH3:3][O:4][C:5](=[O:36])[C:6]1[CH:11]=[C:10]([C:12]2[CH:17]=[C:16]([O:18][CH:19]3[CH2:24][CH2:23][NH:22][CH2:21][CH2:20]3)[N:15]=[N:14][C:13]=2[CH2:25][CH2:26][CH2:27][CH3:28])[CH:9]=[CH:8][C:7]=1[O:29][CH:30]1[CH2:35][CH2:34][CH2:33][CH2:32][CH2:31]1.C=O.O.[C:40](O[BH-](OC(=O)C)OC(=O)C)(=O)C.[Na+]>C(Cl)Cl.C(O)(=O)C>[CH3:3][O:4][C:5](=[O:36])[C:6]1[CH:11]=[C:10]([C:12]2[CH:17]=[C:16]([O:18][CH:19]3[CH2:20][CH2:21][N:22]([CH3:40])[CH2:23][CH2:24]3)[N:15]=[N:14][C:13]=2[CH2:25][CH2:26][CH2:27][CH3:28])[CH:9]=[CH:8][C:7]=1[O:29][CH:30]1[CH2:31][CH2:32][CH2:33][CH2:34][CH2:35]1 |f:0.1.2,5.6|. Procedure: To a solution of 5-[3-butyl-6-(piperidin-4-yloxy)-pyridazin-4-yl]-2-cyclohexyloxy-benzoic acid methyl ester dihydrochloride in DCM (6 mL) was added formaldehyde solution in water (37%, 2.26 mmol, 0.168 mL) and 2 drops of acetic acid. Sodium triacetoxyborohydride (3.02 mmol, 674 mg, 95%) was added. The reaction mixture was stirred at room temperature for 1 h and partitioned between ethyl acetate (40 mL) and saturated aq. sodium bicarbonate solution (40 mL). The ethyl acetate layer was separated a... Starting materials: CCCCCCCCCCCCCCCCCCO, O=C(Cl)c1ccccc1I. Yields the product CCCCCCCCCCCCCCCCCCOC(=O)c1ccccc1I. Reaction SMILES: [CH2:11]([CH2:12][CH2:13][CH2:14][CH2:15][CH2:16][CH2:17][CH2:18][CH2:19][CH2:20][CH2:21][CH2:22][CH2:23][CH2:24][CH2:25][CH2:26][CH2:27][CH3:28])[OH:29].[I:1][c:2]1[c:3]([C:4](=[O:5])[Cl:6])[cH:7][cH:8][cH:9][cH:10]1>>[I:1][c:2]1[c:3]([C:4](=[O:5])[O:29][CH2:11][CH2:12][CH2:13][CH2:14][CH2:15][CH2:16][CH2:17][CH2:18][CH2:19][CH2:20][CH2:21][CH2:22][CH2:23][CH2:24][CH2:25][CH2:26][CH2:27][CH3:28])[cH:7][cH:8][cH:9][cH:10]1. Yields the product O=C(c1ccccc1)C1CC(=O)N(c2ccc(O)c(F)c2)C1. Reaction SMILES: [B:24]([Br:25])([Br:26])[Br:27].[C:1]([c:2]1[cH:3][cH:4][cH:5][cH:6][cH:7]1)(=[O:8])[CH:9]1[CH2:10][C:11](=[O:23])[N:12]([c:14]2[cH:15][c:16]([F:22])[c:17]([O:20][CH3:21])[cH:18][cH:19]2)[CH2:13]1.[Cl:28][CH2:29][Cl:30]>>[C:1]([c:2]1[cH:3][cH:4][cH:5][cH:6][cH:7]1)(=[O:8])[CH:9]1[CH2:10][C:11](=[O:23])[N:12]([c:14]2[cH:15][c:16]([F:22])[c:17]([OH:20])[cH:18][cH:19]2)[CH2:13]1. Starting materials: BrB(Br)Br, COc1ccc(N2CC(C(=O)c3ccccc3)CC2=O)cc1F, ClCCl.